From a dataset of the Open Reaction Database (ORD), a public repository of structured organic reaction records. describe an organic reaction: reactants, conditions, products, and yield Reactants: C(C)(=O)Cl (acetyl chloride), C(C)O (ethanol), Cl.COC1=CC=C(C=C1)NN (4-methoxyphenylhydrazine hydrochloride), O=C1CCC(CC1)NC(C(C)C)=O (N-(4-oxo-cyclohexyl)-isobutyramide). Run in C(C)(=O)OCC (ethyl acetate). Conditions: time 1 hour. Product: COC=1C=C2C=3CC(CCC3NC2=CC1)NC(C(C)C)=O (N-(6-methoxy-2,3,4,9-tetrahydro-1H-carbazol-3-yl)-isobutyramide). The yield is 81.0%. As a reaction SMILES: C(Cl)(=O)C.C(O)C.Cl.[CH3:9][O:10][C:11]1[CH:16]=[CH:15][C:14]([NH:17]N)=[CH:13][CH:12]=1.O=[C:20]1[CH2:25][CH2:24][CH:23]([NH:26][C:27](=[O:31])[CH:28]([CH3:30])[CH3:29])[CH2:22][CH2:21]1>C(OCC)(=O)C>[CH3:9][O:10][C:11]1[CH:16]=[C:15]2[C:14](=[CH:13][CH:12]=1)[NH:17][C:20]1[CH2:25][CH2:24][CH:23]([NH:26][C:27](=[O:31])[CH:28]([CH3:29])[CH3:30])[CH2:22][C:21]2=1 |f:2.3|. Procedure details: Add acetyl chloride (8.5 mL, 120 mmol) to absolute ethanol (30 mL) and stir for 1 h. Add 4-methoxyphenylhydrazine hydrochloride (1.74 g, 10 mmol) and N-(4-oxo-cyclohexyl)-isobutyramide (Preparation 2) (1.83 g, 120 mmol) and reflux with stirring for 56 h. Cool to room temperature, dilute with ethyl acetate (100 mL) and wash with sodium bicarbonate solution (2×50 mL), brine, dry (MgSO4), filter and concentrate in vacuo. Dissolve the residue in dichloromethane and pass over a silica pad, eluting wi... The reactants are CO, CC(C)CC(C(=O)NN(CC(C)C)C(=O)CC(=O)n1ccnc1)C(CCCC1CCCCC1)C(=O)NOC1CCCCO1, O, Cc1ccc(S(=O)(=O)O)cc1. Yields the product CC(C)CC(C(=O)NN(CC(C)C)C(=O)CC(=O)n1ccnc1)C(CCCC1CCCCC1)C(=O)NO, Cc1ccc(S(=O)(=O)O)cc1. Reaction SMILES: [CH3:56][OH:57].[CH:1]1([CH2:7][CH2:8][CH2:9][CH:10]([C:11]([NH:12][O:13][CH:14]2[CH2:15][CH2:16][CH2:17][CH2:18][O:19]2)=[O:20])[CH:21]([C:22](=[O:23])[NH:24][N:25]([C:26]([CH2:27][C:28](=[O:29])[n:30]2[cH:31][n:32][cH:33][cH:34]2)=[O:35])[CH2:36][CH:37]([CH3:38])[CH3:39])[CH2:40][CH:41]([CH3:42])[CH3:43])[CH2:2][CH2:3][CH2:4][CH2:5][CH2:6]1.[OH2:44].[c:45]1([CH3:55])[cH:46][cH:47][c:48]([S:51](=[O:52])(=[O:53])[OH:54])[cH:49][cH:50]1>>[CH:1]1([CH2:7][CH2:8][CH2:9][CH:10]([C:11]([NH:12][OH:13])=[O:20])[CH:21]([C:22](=[O:23])[NH:24][N:25]([C:26]([CH2:27][C:28](=[O:29])[n:30]2[cH:31][n:32][cH:33][cH:34]2)=[O:35])[CH2:36][CH:37]([CH3:38])[CH3:39])[CH2:40][CH:41]([CH3:42])[CH3:43])[CH2:2][CH2:3][CH2:4][CH2:5][CH2:6]1.[c:45]1([CH3:55])[cH:46][cH:47][c:48]([S:51](=[O:52])(=[O:53])[OH:54])[cH:49][cH:50]1. The reactants are FC1=C(C=C(C=C1)OC)C1=C(C=C(C=C1)CO)OC(F)(F)F ((2′-Fluoro-5′-(methyloxy)-2-((trifluoromethyl)oxy)-1,1′-biphenyl-4-yl)methanol), S(=O)(Cl)Cl (thionyl chloride). Run in C(Cl)Cl (DCM). Reaction conditions: time 8 hour. The product is ClCC1=CC(=C(C=C1)C1=C(C=CC(=C1)OC)F)OC(F)(F)F (4-(Chloromethyl)-2′-fluoro-5′-(methyloxy)-2-((trifluoromethyl)oxy)-1,1′-biphenyl). Yield: 5.2%. As a reaction SMILES: [F:1][C:2]1[CH:7]=[CH:6][C:5]([O:8][CH3:9])=[CH:4][C:3]=1[C:10]1[CH:15]=[CH:14][C:13]([CH2:16]O)=[CH:12][C:11]=1[O:18][C:19]([F:22])([F:21])[F:20].S(Cl)([Cl:25])=O>C(Cl)Cl>[Cl:25][CH2:16][C:13]1[CH:14]=[CH:15][C:10]([C:3]2[CH:4]=[C:5]([O:8][CH3:9])[CH:6]=[CH:7][C:2]=2[F:1])=[C:11]([O:18][C:19]([F:22])([F:21])[F:20])[CH:12]=1. Reported procedure: To a solution of 46.2 (0.164 g, 0.52 mmol) in DCM (5 mL) was added thionyl chloride (76 μL, 1.04 mmol) in one portion at room temperature. The mixture was stirred overnight and concentrated. The crude product was chromatographed on silica gel (0-10% EtOAc/hexane) to afford 46.3 (0.009 g, 5%) as a colorless oil. The reactants are O=Cc1cccc([N+](=O)[O-])c1, CCOC(=O)C(C)=P(c1ccccc1)(c1ccccc1)c1ccccc1, c1ccccc1. Yields the product CCOC(=O)C(C)=Cc1cccc([N+](=O)[O-])c1. As a reaction SMILES: [N+:27](=[O:28])([O-:29])[c:30]1[cH:31][c:32]([CH:33]=[O:34])[cH:35][cH:36][cH:37]1.[c:1]1([P:2]([c:3]2[cH:4][cH:5][cH:6][cH:7][cH:15]2)(=[C:8]([CH3:9])[C:10](=[O:11])[O:12][CH2:13][CH3:14])[c:16]2[cH:17][cH:18][cH:19][cH:20][cH:21]2)[cH:22][cH:23][cH:24][cH:25][cH:26]1.[cH:38]1[cH:39][cH:40][cH:41][cH:42][cH:43]1>>[C:8]([CH3:9])([C:10](=[O:11])[O:12][CH2:13][CH3:14])=[CH:33][c:32]1[cH:31][c:30]([N+:27](=[O:28])[O-:29])[cH:37][cH:36][cH:35]1. Reactants: C(C)(C)(C)OC(N[C@H](CN=[N+]=[N-])CC)=O ((S)-tert-butyl(1-azidobutan-2-yl)carbamate). Reagents/catalysts: [Pd] (Pd/C). Solvent: CCOC(=O)C (EtOAc). Reaction conditions: time 2 hour. The product is C(C)(C)(C)OC(N[C@H](CN)CC)=O ((S)-tert-butyl(1-aminobutan-2-yl)carbamate). Reaction SMILES: [C:1]([O:5][C:6](=[O:15])[NH:7][C@@H:8]([CH2:13][CH3:14])[CH2:9][N:10]=[N+]=[N-])([CH3:4])([CH3:3])[CH3:2]>CCOC(C)=O.[Pd]>[C:1]([O:5][C:6](=[O:15])[NH:7][C@@H:8]([CH2:13][CH3:14])[CH2:9][NH2:10])([CH3:4])([CH3:3])[CH3:2]. Procedure: A mixture of (S)-tert-butyl(1-azidobutan-2-yl)carbamate (7 g, 33 mmol) and 10% Pd/C (777 mg, 0.73 mmol) in EtOAc (150 mL) was stirred under hydrogen (60 psi) for 2 h. The reaction mixture was filtered through Celite and concentrated to give the desired product as a white semi-solid. 1H NMR (400 MHz, DMSO-d6) δ 6.50 (d, J=8.7 Hz, 1H), 3.23-3.12 (m, 1H), 2.45 (d, J=6.0 Hz, 2H), 1.51-1.40 (m, 1H), 1.38 (s, 9H), 1.32-1.20 (m, 3H), 0.80 (t, J=7.4 Hz, 3H). Reagents/catalysts: C1=CC=C(C=C1)P([C-]2C=CC=C2)C3=CC=CC=C3.C1=CC=C(C=C1)P([C-]2C=CC=C2)C3=CC=CC=C3.Cl[Pd]Cl.[Fe+2] (PdCl2(dppf)). Starting materials: O (H2O), BrC1=C(C=C(C(=O)OC)C=C1OCC)OCC (methyl 4-bromo-3,5-diethoxybenzoate), C(C)(C)(C)OC(=O)C=1C=C(C=NC1)B(O)O ([5-(tert-butoxycarbonyl)pyridin-3-yl]boronic acid), [O-]P(=O)([O-])[O-].[K+].[K+].[K+] (K3PO4). Solvent: COCCOC (DME). Reaction conditions: temperature 90 celsius, time 8 hour. Procedure: H2O (59.4 mg, 3.30 mmol) was added to a stirred suspension of PdCl2(dppf) (12.1 mg, 0.0330 mmol), methyl 4-bromo-3,5-diethoxybenzoate (200 mg, 0.660 mmol), [5-(tert-butoxycarbonyl)pyridin-3-yl]boronic acid (177 mg, 0.792 mmol) and K3PO4 (420 mg, 1.98 mmol) in DME (4 ml) and the mixture was stirred at 90° C. overnight. The reaction mixture was filtered through celite pad, the filtrate was concentrated under reduced pressure. The residue was purified by silicagel column chromatography (hexane/EtOA... RXN SMILES: O.Br[C:3]1[C:12]([O:13][CH2:14][CH3:15])=[CH:11][C:6]([C:7]([O:9][CH3:10])=[O:8])=[CH:5][C:4]=1[O:16][CH2:17][CH3:18].[C:19]([O:23][C:24]([C:26]1[CH:27]=[C:28](B(O)O)[CH:29]=[N:30][CH:31]=1)=[O:25])([CH3:22])([CH3:21])[CH3:20].[O-]P([O-])([O-])=O.[K+].[K+].[K+]>COCCOC.C1C=CC(P(C2C=CC=CC=2)[C-]2C=CC=C2)=CC=1.C1C=CC(P(C2C=CC=CC=2)[C-]2C=CC=C2)=CC=1.Cl[Pd]Cl.[Fe+2]>[CH2:17]([O:16][C:4]1[CH:5]=[C:6]([C:7]([O:9][CH3:10])=[O:8])[CH:11]=[C:12]([O:13][CH2:14][CH3:15])[C:3]=1[C:28]1[CH:29]=[N:30][CH:31]=[C:26]([CH:27]=1)[C:24]([O:23][C:19]([CH3:21])([CH3:20])[CH3:22])=[O:25])[CH3:18] |f:3.4.5.6,8.9.10.11|. The product is C(C)OC1=C(C(=CC(=C1)C(=O)OC)OCC)C=1C=NC=C(C(=O)OC(C)(C)C)C1 (tert-Butyl 5-[2,6-diethoxy-4-(methoxycarbonyl)phenyl]nicotinate). The reactants are FC(F)(Br)Br, C1CCOC1, COc1ccc(CN2CC(C=O)CC2=O)cc1, [PH4+]. Yields the product COc1ccc(CN2CC(C=C(F)F)CC2=O)cc1. As a reaction SMILES: [Br:1][C:2]([F:3])([F:4])[Br:5].[CH2:24]1[O:25][CH2:26][CH2:27][CH2:28]1.[CH3:6][O:7][c:8]1[cH:9][cH:10][c:11]([CH2:12][N:13]2[CH2:14][CH:15]([CH:19]=[O:20])[CH2:16][C:17]2=[O:18])[cH:21][cH:22]1.[PH4+:23]>>[C:2]([F:3])([F:4])=[CH:19][CH:15]1[CH2:14][N:13]([CH2:12][c:11]2[cH:10][cH:9][c:8]([O:7][CH3:6])[cH:22][cH:21]2)[C:17](=[O:18])[CH2:16]1.